The task is: describe an organic reaction: reactants, conditions, products, and yield. This data is from the Open Reaction Database (ORD), a public repository of structured organic reaction records. The reactants are CC(C)=O, CO, CC#N, CC(C)Cn1c(CON)nc2c(N)nc3c(c21)CCCC3. Yields the product CC(C)=NOCc1nc2c(N)nc3c(c2n1CC(C)C)CCCC3. Reaction SMILES: [CH3:22][C:23]([CH3:24])=[O:25].[CH3:26][OH:27].[CH3:28][C:29]#[N:30].[NH2:1][O:2][CH2:3][c:4]1[n:5]([CH2:18][CH:19]([CH3:20])[CH3:21])[c:6]2[c:7]([c:8]([NH2:16])[n:9][c:10]3[c:15]2[CH2:14][CH2:13][CH2:12][CH2:11]3)[n:17]1>>[N:1]([O:2][CH2:3][c:4]1[n:5]([CH2:18][CH:19]([CH3:20])[CH3:21])[c:6]2[c:7]([c:8]([NH2:16])[n:9][c:10]3[c:15]2[CH2:14][CH2:13][CH2:12][CH2:11]3)[n:17]1)=[C:23]([CH3:22])[CH3:24]. The reactants are BrC1=CC=C(C=C1)C#C (1-Bromo-4-ethynyl-benzene), C(C)OC(\C=C/I)=O ((Z)-ethyl-3-iodoacrylate). Yields the product C(C)OC(C=CC#CC1=CC=C(C=C1)Br)=O (5-(4-Bromo-phenyl)-pent-2-en-4-ynoic acid ethyl ester). Reaction SMILES: [Br:1][C:2]1[CH:7]=[CH:6][C:5]([C:8]#[CH:9])=[CH:4][CH:3]=1.[CH2:10]([O:12][C:13](=[O:17])/[CH:14]=[CH:15]\I)[CH3:11]>>[CH2:10]([O:12][C:13](=[O:17])[CH:14]=[CH:15][C:9]#[C:8][C:5]1[CH:6]=[CH:7][C:2]([Br:1])=[CH:3][CH:4]=1)[CH3:11]. Reported procedure: The general procedure was used to convert 1-Bromo-4-ethynyl-benzene and (Z)-ethyl-3-iodoacrylate to the title product in 20 hours. Purification by flash chromatography (355 mg, 20% ethyl acetate in hexane as the eluent) gave the analytically pure product as a light yellow oil (65% yield). 1H NMR (400 MHz, CDCl3) δ 7.48-7.46 (d, J=8.5, 2H), 7.39-7.36 (d, J=8.5, 2H), 6.33-6.30 (d, J=11.4, 1H), 6.16-6.13 (d, J=11.4, 1H), 4.27-4.22 (q, J=7.1, 2H), 1.33-1.29 (t, J=7.1, 3H). 13C NMR (100 MHz, CDCl3) δ... The reactants are COC(COC=1C2=C(N=C(N1)SC)N(C(=C2)CC)CC2=CC(=CC=C2)Cl)=O ([[2-(methylthio)-6-ethyl-7-[(3-chlorophenyl)methyl]-7H-pyrrolo[2,3-d]pyrimidin-4-yl]oxy]acetic acid methyl ester), C(C(=O)Cl)(=O)Cl (oxalyl chloride), C(C(=O)Cl)(=O)Cl (oxalyl chloride), N1=CC=CC=C1 (pyridine). Solvent: C(Cl)(Cl)Cl (chloroform). Conditions: time 48 hour. The product is COC(COC=1C2=C(N=C(N1)SC)N(C(=C2C(C(=O)N)=O)CC)CC2=CC(=CC=C2)Cl)=O ([[2-(methylthio)-5-(aminooxoacetyl)-6-ethyl-7-[(3-chlorophenyl)methyl]-7H-pyrrolo[2,3-d]pyrimidin-4-yl]oxy]acetic acid methyl ester). The yield is 62.0%. As a reaction SMILES: [CH3:1][O:2][C:3](=[O:27])[CH2:4][O:5][C:6]1[C:7]2[CH:16]=[C:15]([CH2:17][CH3:18])[N:14]([CH2:19][C:20]3[CH:25]=[CH:24][CH:23]=[C:22]([Cl:26])[CH:21]=3)[C:8]=2[N:9]=[C:10]([S:12][CH3:13])[N:11]=1.[C:28](Cl)(=[O:32])[C:29](Cl)=[O:30].[N:34]1C=CC=CC=1>C(Cl)(Cl)Cl>[CH3:1][O:2][C:3](=[O:27])[CH2:4][O:5][C:6]1[C:7]2[C:16]([C:28](=[O:32])[C:29]([NH2:34])=[O:30])=[C:15]([CH2:17][CH3:18])[N:14]([CH2:19][C:20]3[CH:25]=[CH:24][CH:23]=[C:22]([Cl:26])[CH:21]=3)[C:8]=2[N:9]=[C:10]([S:12][CH3:13])[N:11]=1. Procedure: To a solution of 150 mg (0.371 mmol) of [[2-(methylthio)-6-ethyl-7-[(3-chlorophenyl)methyl]-7H-pyrrolo[2,3-d]pyrimidin-4-yl]oxy]acetic acid methyl ester in 5 mL of chloroform was added 0.10 mL of oxalyl chloride followed by 0.04 mL of pyridine. The reaction stirred at ambient temperature and was monitored by nmr for conversion to product. Additional oxalyl chloride (0.030 mL) was added after 24 hours. After 48 hours, the reaction was quenched into 4.0 mL of dilute ammonium hydroxide and the prod... Reactants: CC1=CC=NC=2CC(CC(C12)=O)C1=NC=CC=C1 (4-methyl-7-(2-pyridyl)-5,6,7,8-tetrahydroquinolin-5-one), C(=N)(N)NN.Cl (aminoguanidine hydrochloride), Cl (hydrochloric acid), O (water). Solvent: C(C)O (ethanol). Yields the product Cl.N(C(=N)N)N=C1C=2C(=CC=NC2CC(C1)C1=NC=CC=C1)C (5-guanidinoimino-4-methyl-7-(2-pyridyl)-5,6,7,8-tetrahydroquinoline hydrochloride). The yield is 95.2%. Reaction SMILES: [CH3:1][C:2]1[C:11]2[C:10](=O)[CH2:9][CH:8]([C:13]3[CH:18]=[CH:17][CH:16]=[CH:15][N:14]=3)[CH2:7][C:6]=2[N:5]=[CH:4][CH:3]=1.[C:19]([NH:22][NH2:23])([NH2:21])=[NH:20].[ClH:24].Cl.O>C(O)C>[ClH:24].[NH:22]([N:23]=[C:10]1[CH2:9][CH:8]([C:13]2[CH:18]=[CH:17][CH:16]=[CH:15][N:14]=2)[CH2:7][C:6]2[N:5]=[CH:4][CH:3]=[C:2]([CH3:1])[C:11]1=2)[C:19]([NH2:21])=[NH:20] |f:1.2,6.7|. Procedure details: A mixture of 4-methyl-7-(2-pyridyl)-5,6,7,8-tetrahydroquinolin-5-one (0.28 g), aminoguanidine hydrochloride (0.14 g), concentrated hydrochloric acid (0.41 ml), water (0.41 ml) and ethanol (30 ml) was refluxed for 6 hours. Under reduced pressure, the solvent was evaporated, and the residue was dissolved in water. The solution was washed with ethyl acetate and concentrated under reduced pressure, and the residue was recrystallized from water-ethanol to give 5-guanidinoimino-4-methyl-7-(2-pyridyl)-... Reactants: CN1CCC(=C2c3ccc(Cl)cc3CCc3cccnc32)CC1, N#CBr, c1ccccc1. Yields the product N#CN1CCC(=C2c3ccc(Cl)cc3CCc3cccnc32)CC1. Reaction SMILES: [Cl:1][c:2]1[cH:3][cH:4][c:5]2[c:6]([cH:23]1)[CH2:7][CH2:8][c:9]1[c:10]([n:11][cH:12][cH:13][cH:14]1)[C:15]2=[C:16]1[CH2:17][CH2:18][N:19]([CH3:22])[CH2:20][CH2:21]1.[N:24]#[C:25][Br:26].[cH:27]1[cH:28][cH:29][cH:30][cH:31][cH:32]1>>[Cl:1][c:2]1[cH:3][cH:4][c:5]2[c:6]([cH:23]1)[CH2:7][CH2:8][c:9]1[c:10]([n:11][cH:12][cH:13][cH:14]1)[C:15]2=[C:16]1[CH2:17][CH2:18][N:19]([C:22]#[N:24])[CH2:20][CH2:21]1. Starting materials: OC1CNCCC1Cc1ccccc1, O=S(=O)(CCCl)c1ccc(O)cc1. Yields the product O=S(=O)(CCN1CCC(Cc2ccccc2)C(O)C1)c1ccc(O)cc1. RXN SMILES: [CH2:14]([c:15]1[cH:16][cH:17][cH:18][cH:19][cH:20]1)[CH:21]1[CH:22]([OH:27])[CH2:23][NH:24][CH2:25][CH2:26]1.[Cl:1][CH2:2][CH2:3][S:4](=[O:5])(=[O:6])[c:7]1[cH:8][cH:9][c:10]([OH:13])[cH:11][cH:12]1>>[CH2:2]([CH2:3][S:4](=[O:5])(=[O:6])[c:7]1[cH:8][cH:9][c:10]([OH:13])[cH:11][cH:12]1)[N:24]1[CH2:23][CH:22]([OH:27])[CH:21]([CH2:14][c:15]2[cH:16][cH:17][cH:18][cH:19][cH:20]2)[CH2:26][CH2:25]1. Starting materials: CCOC(=O)c1nnc(CNC(=O)OC(C)(C)C)o1, Cl, C1COCCO1. Product: CCOC(=O)c1nnc(CN)o1. As a reaction SMILES: [C:1]([O:2][C:3](=[O:4])[NH:8][CH2:9][c:10]1[n:11][n:12][c:13]([C:15](=[O:16])[O:17][CH2:18][CH3:19])[o:14]1)([CH3:5])([CH3:6])[CH3:7].[ClH:20].[O:21]1[CH2:22][CH2:23][O:24][CH2:25][CH2:26]1>>[NH2:8][CH2:9][c:10]1[n:11][n:12][c:13]([C:15](=[O:16])[O:17][CH2:18][CH3:19])[o:14]1.